From a dataset of the Open Reaction Database (ORD), a public repository of structured organic reaction records. describe an organic reaction: reactants, conditions, products, and yield Reactants: Compound 8, Cl (hydrochloric acid), C(#N)[BH3-].[Na+] (Sodium cyanoborohydride), C(C)OCC(C#N)C#N (ethoxymethylmalononitrile), C[O-].[Na+] (sodium methoxide), C1(CCCCC1)=O (Cyclohexanone), C(C)(C)(C)OC(NN)=O (tert-butylcarbazate), Cl.C1(CCCCC1)NN (cyclohexylhydrazine hydrochloride). The solvent is C(C)O (ethanol), CCCCCC (hexane). Run at time 0.5 hour. Product: NC1=C(C=NN1C1CCCCC1)C#N (5-Amino-1-cyclohexyl-1H-pyrazole-4-carbonitrile). The yield is 66.2%. RXN SMILES: C1(=O)CCCCC1.C(OC(=O)NN)(C)(C)C.C([BH3-])#N.[Na+].Cl.Cl.[CH:23]1([NH:29][NH2:30])[CH2:28][CH2:27][CH2:26][CH2:25][CH2:24]1.C[O-].[Na+].C(O[CH2:37][CH:38]([C:41]#[N:42])[C:39]#[N:40])C>CCCCCC.C(O)C>[NH2:42][C:41]1[N:29]([CH:23]2[CH2:28][CH2:27][CH2:26][CH2:25][CH2:24]2)[N:30]=[CH:37][C:38]=1[C:39]#[N:40] |f:2.3,5.6,7.8|. Procedure: Alternate Synthesis of Compound 8: Cyclohexanone (Acros, 19.6 g, 200 mmol) and tert-butylcarbazate (Acros, 26.4 g, 200 mmol) were combined in 350 mL dry hexane and stirred under argon for ½ hour. The mixture was then subjected to reflux temperature for 1.5 hours and permitted to cool to room temperature. A white solid formed on cooling which was removed by filtration and dried in vacuo—40.31 g (95%): mp 147-149° C.; MS (ES+ calculated: 212.29; found: 235.05 M+Na). 1H NMR (400 MHz, DMSO-d6) δ 9.4... Starting materials: C(=O)C=1C=NC=CC1C=1C=C(C#N)C=CC1 (3-(3-formyl-pyridin-4-yl)-benzonitrile), FC=1C=C(C=CC1F)[Mg]Br (3,4-difluorophenylmagnesium bromide). Solvent: C1CCOC1 (THF), C1CCOC1 (THF). The product is FC=1C=C(C=CC1F)C(C=1C=NC=CC1C=1C=C(C#N)C=CC1)O (3-{3-[(3,4-difluoro-phenyl)-hydroxy-methyl]-pyridin-4-yl}-benzonitrile). RXN SMILES: [CH:1]([C:3]1[CH:4]=[N:5][CH:6]=[CH:7][C:8]=1[C:9]1[CH:10]=[C:11]([CH:14]=[CH:15][CH:16]=1)[C:12]#[N:13])=[O:2].[F:17][C:18]1[CH:19]=[C:20]([Mg]Br)[CH:21]=[CH:22][C:23]=1[F:24]>C1COCC1>[F:17][C:18]1[CH:19]=[C:20]([CH:1]([OH:2])[C:3]2[CH:4]=[N:5][CH:6]=[CH:7][C:8]=2[C:9]2[CH:10]=[C:11]([CH:14]=[CH:15][CH:16]=2)[C:12]#[N:13])[CH:21]=[CH:22][C:23]=1[F:24]. Procedure details: To a solution of 3-(3-formyl-pyridin-4-yl)-benzonitrile (30 mg, 0.15 mmol) in THF (1.5 mL) at −78° C. was added 0.5 M 3,4-difluorophenylmagnesium bromide in THF (0.6 mL). The reaction mixture was quenched with ammonium chloride and extracted with ethyl acetate. The organic layer was dried over sodium sulfate, concentrated, and the residue purified by flash chromatography eluted with 5% methanol in dichloromethane to yield 3-{3-[(3,4-difluoro-phenyl)-hydroxy-methyl]-pyridin-4-yl}-benzonitrile as ...